From a dataset of the Open Reaction Database (ORD), a public repository of structured organic reaction records. describe an organic reaction: reactants, conditions, products, and yield Starting materials: C1(CC1)CBr (cyclopropylmethyl bromide), Cl.C(C1=CC=CC=C1)N1C=NC=2N=C(NC(C12)=O)N (7-Benzylguanine hydrochloride), CN(C=O)C (dimethylformamide), ( 29.0 ), [H-].[Na+] (sodium hydride), C1(CC1)CBr (cyclopropylmethyl bromide). The solvent is CO (methanol), O (water), O (water). Reaction conditions: temperature 50 celsius, time 1 hour. The product is C(C1=CC=CC=C1)N1C=NC=2N(C(NC(C12)=O)=O)CC1CC1 (7-Benzyl-3-cyclopropylmethylxanthine). RXN SMILES: Cl.[CH2:2]([N:9]1[C:17]2[C:16](=[O:18])[NH:15]C(N)=NC=2[N:11]=[CH:10]1)[C:3]1[CH:8]=[CH:7][CH:6]=[CH:5][CH:4]=1.[H-].[Na+].[CH:22]1([CH2:25]Br)C[CH2:23]1.[CH3:27][N:28]([CH3:31])[CH:29]=[O:30]>O.CO>[CH2:2]([N:9]1[C:17]2[C:16](=[O:18])[NH:15][C:29](=[O:30])[N:28]([CH2:31][CH:22]3[CH2:25][CH2:23]3)[C:27]=2[N:11]=[CH:10]1)[C:3]1[CH:8]=[CH:7][CH:6]=[CH:5][CH:4]=1 |f:0.1,2.3|. Procedure details: A solution of 7 g (29.0 mmol) of 7-benzylxanthine from Example 6 b) in 200 ml of dimethylformamide was heated to 50° C. and treated in portions with 0.69 g (29.0) mmol of sodium hydride and stirred at 50° C. for one hour. 2.76 ml (29.0 mmol) of cyclopropylmethyl bromide were added to this suspension and the temperature was increased to 80° C. After 7 hours at 80° C., 1 ml (11.0 mmol) of cyclopropylmethyl bromide was added again. After a further 6 hours, 24 ml of water and 10 ml of methanol were ... Reactants: [C-]#N.[Na+] (sodium cyanide), C(Cl)Cl (methylene chloride), ClC(=O)OCC(CCCC)CC (2-ethylhexyl chloroformate). The reagents and catalysts are CCCCCCCC[N+](C)(CCCCCCCC)CCCCCCCC.[Cl-] (Aliquat 336). Run in O (water). Reaction conditions: temperature -60 celsius. Product: C(#N)C(=O)OCC(CCCC)CC (2-ethylhexyl cyanoformate). Isolated yield 94.9%. Reaction SMILES: C(Cl)Cl.[C-:4]#[N:5].[Na+].Cl[C:8]([O:10][CH2:11][CH:12]([CH2:17][CH3:18])[CH2:13][CH2:14][CH2:15][CH3:16])=[O:9]>CCCCCCCC[N+](CCCCCCCC)(CCCCCCCC)C.[Cl-].O>[C:4]([C:8]([O:10][CH2:11][CH:12]([CH2:17][CH3:18])[CH2:13][CH2:14][CH2:15][CH3:16])=[O:9])#[N:5] |f:1.2,4.5|. Procedure details: A solution of 600 ml. of methylene chloride and 4 grams (0.01 moles) of Aliquat 336 was charged into a 2 1. 3-neck round bottom flask and cooled to approximately -60° C. with a dry ice/acetone bath. An aqueous solution of 120 grams (2.45 moles) of sodium cyanide in 250 ml. of water was added dropwise to the reaction mixture to provide a slurry of reactants. Next, 385.38 grams (2.0 moles) of 2-ethylhexyl chloroformate was added to the mixture while maintaining the temperature below approximately ...